The task is: describe an organic reaction: reactants, conditions, products, and yield. This data is from the Open Reaction Database (ORD), a public repository of structured organic reaction records. Reactants: CS(=O)(=O)OC1=C(C(=O)OC)C=CC(=C1)[N+](=O)[O-] (Methyl 2-methanesulfonyloxy-4-nitrobenzoate), Cl (hydrochloric acid). Reagents/catalysts: [Pd] (palladium on carbon). Solvent: C(C)(=O)O (acetic acid). Yields the product Cl.NC1=CC(=C(C(=O)OC)C=C1)OS(=O)(=O)C (Methyl 4-amino-2-methanesulfonyloxybenzoate hydrochloride). As a reaction SMILES: [CH3:1][S:2]([O:5][C:6]1[CH:15]=[C:14]([N+:16]([O-])=O)[CH:13]=[CH:12][C:7]=1[C:8]([O:10][CH3:11])=[O:9])(=[O:4])=[O:3].[ClH:19]>[Pd].C(O)(=O)C>[ClH:19].[NH2:16][C:14]1[CH:13]=[CH:12][C:7]([C:8]([O:10][CH3:11])=[O:9])=[C:6]([O:5][S:2]([CH3:1])(=[O:4])=[O:3])[CH:15]=1 |f:4.5|. Procedure details: Methyl 2-methanesulfonyloxy-4-nitrobenzoate (14 g) and palladium on carbon (0.5 g, 10%) were suspended in 400 ml of acetic acid and hydrochloric acid (5 ml, density 1.18). The suspension was hydrogenated in a Parr hydrogenation apparatus at 250 kPa. The palladium carbon was filtered off, and the solution was evaporated; the crystal mass was washed with ethyl acetate and dried. Yield: 11 g. Reactants: C(\C=C\C(=O)O)(=O)O (fumaric acid), C1(CCCC1)NC([C@@H](C[C@@H]([C@H](CN1C(CN(C(C1)=O)C1=C(C=CC(=C1)F)C)(C)C)N)O)C)=O ((2R,4S,5S)-5-amino-6-[2,2-dimethyl-4-(5-fluoro-2-methylphenyl)-5-oxopiperazin-1-yl]-4-hydroxy-2-methylhexanoic acid cyclopentylamide), FC(C(=O)O)(F)F (trifluoroacetic acid), C(C)(C)(C)OC(N[C@H]([C@H](C[C@@H](C)C(NC1CCCC1)=O)O)CN1C(CN(C(C1)=O)C1=C(C=CC(=C1)F)C)(C)C)=O ({(1S,2S,4R)-4-(Cyclopentylcarbamoyl)-1-[2,2-dimethyl-4-(5-fluoro-2-methylphenyl)-5-oxopiperazin-1-ylmethyl]-2-hydroxypentyl}carbamic acid t-butyl ester). The solvent is C(Cl)Cl (methylene chloride), CO (methanol). Run at time 30 minute. Product: C(\C=C\C(=O)O)(=O)O.C1(CCCC1)NC([C@@H](C[C@@H]([C@H](CN1C(CN(C(C1)=O)C1=C(C=CC(=C1)F)C)(C)C)N)O)C)=O.N[C@H]([C@H](C[C@H](C(=O)NC1CCCC1)C)O)CN1C(CN(C(C1)=O)C1=C(C=CC(=C1)F)C)(C)C ((2R,4S,5S)-5-Amino-6-[2,2-dimethyl-4-(5-fluoro-2-methylphenyl)-5-oxopiperazin-1-yl]-4-hydroxy-2-methylhexanoic acid cyclopentylamide hemifumarate). Isolated yield 84.2%. Reaction SMILES: FC(F)(F)C(O)=O.C(OC(=O)[NH:14][C@@H:15]([CH2:29][N:30]1[CH2:35][C:34](=[O:36])[N:33]([C:37]2[CH:42]=[C:41]([F:43])[CH:40]=[CH:39][C:38]=2[CH3:44])[CH2:32][C:31]1([CH3:46])[CH3:45])[C@@H:16]([OH:28])[CH2:17][C@H:18]([C:20](=[O:27])[NH:21][CH:22]1[CH2:26][CH2:25][CH2:24][CH2:23]1)[CH3:19])(C)(C)C.[C:48]([OH:55])(=[O:54])/[CH:49]=[CH:50]/[C:51]([OH:53])=[O:52].[CH:56]1([NH:61][C:62](=[O:88])[C@H:63]([CH3:87])[CH2:64][C@H:65]([OH:86])[C@@H:66]([NH2:85])[CH2:67][N:68]2[CH2:73][C:72](=[O:74])[N:71]([C:75]3[CH:80]=[C:79]([F:81])[CH:78]=[CH:77][C:76]=3[CH3:82])[CH2:70][C:69]2([CH3:84])[CH3:83])[CH2:60][CH2:59][CH2:58][CH2:57]1>C(Cl)Cl.CO>[C:48]([OH:55])(=[O:54])/[CH:49]=[CH:50]/[C:51]([OH:53])=[O:52].[CH:22]1([NH:21][C:20](=[O:27])[C@H:18]([CH3:19])[CH2:17][C@H:16]([OH:28])[C@@H:15]([NH2:14])[CH2:29][N:30]2[CH2:35][C:34](=[O:36])[N:33]([C:37]3[CH:42]=[C:41]([F:43])[CH:40]=[CH:39][C:38]=3[CH3:44])[CH2:32][C:31]2([CH3:46])[CH3:45])[CH2:26][CH2:25][CH2:24][CH2:23]1.[NH2:85][C@@H:66]([CH2:67][N:68]1[CH2:73][C:72](=[O:74])[N:71]([C:75]2[CH:80]=[C:79]([F:81])[CH:78]=[CH:77][C:76]=2[CH3:82])[CH2:70][C:69]1([CH3:83])[CH3:84])[C@@H:65]([OH:86])[CH2:64][C@@H:63]([CH3:87])[C:62]([NH:61][CH:56]1[CH2:57][CH2:58][CH2:59][CH2:60]1)=[O:88] |f:6.7.8|. Reported procedure: 0.83 ml of trifluoroacetic acid (10.8 mmol) was added to a solution of 203 mg of {(1S,2S,4R)-4-(cyclopentylcarbamoyl)-1-[2,2-dimethyl-4-(5-fluoro-2-methylphenyl)-5-oxopiperazin-1-ylmethyl]-2-hydroxypentyl}carbamic acid t-butyl ester obtained in Example (104a) (0.36 mmol) in methylene chloride (1.6 ml) at room temperature, and the mixture was stirred at the same temperature for 30 minutes. After concentration under reduced pressure, a saturated sodium bicarbonate aqueous solution was added to the...